This data is from the Open Reaction Database (ORD), a public repository of structured organic reaction records. The task is: describe an organic reaction: reactants, conditions, products, and yield Starting materials: CC=1S(C(=C(N1)O)OCC)=C=O (2-Methyl-5-ethoxy-carbonyl-4-hydroxy-thiazole), BrN1C(CCC1=O)=O (N-Bromo succinimide). Solvent: C(Cl)(Cl)(Cl)Cl (carbon tetrachloride). Run at temperature 0 celsius, time 1 hour. Product: BrCC=1S(C(=C(N1)O)OCC)=C=O (2-Bromomethyl-5-ethoxy-carbonyl-4-hydroxy-thiazole). Yield: 47.0%. As a reaction SMILES: [CH3:1][C:2]1[S:3](=[C:11]=[O:12])[C:4]([O:8][CH2:9][CH3:10])=[C:5]([OH:7])[N:6]=1.[Br:13]N1C(=O)CCC1=O>C(Cl)(Cl)(Cl)Cl>[Br:13][CH2:1][C:2]1[S:3](=[C:11]=[O:12])[C:4]([O:8][CH2:9][CH3:10])=[C:5]([OH:7])[N:6]=1. Procedure details: 2-Methyl-5-ethoxy-carbonyl-4-hydroxy-thiazole (45 g, 0.24 mol) was dissolved in 1 L of carbon tetrachloride. The solution was cooled down to 0° C. N-Bromo succinimide (43 g, 0.24 mol) was added portion-wise at 0° C. The reaction mixture was stirred at 0° C. for 1 hour and then warmed to room temperature. The reaction mixture was stirred at room temperature for overnight. The reaction mixture was then passed through a short pad of celite. Removal of solvent gave crude product as solid, which was ... Reactants: N(C(=O)C)C1=CC=C(C(=O)N2CC3CN(CC(C2)C3)CC3=CC=CC=C3)C=C1 (3-(4-acetaminobenzoyl)-7-benzyl-3,7-diazabicyclo[3.3.1]nonane), [H][H] (hydrogen). Reagents/catalysts: [Pd] (palladium/carbon). The solvent is CO (methanol). Yields the product N(C(=O)C)C1=CC=C(C(=O)N2CC3CNCC(C2)C3)C=C1 (3-(4-acetaminobenzoyl)-3,7-diazabicyclo[3.3.1]nonane). Reaction SMILES: [NH:1]([C:5]1[CH:28]=[CH:27][C:8]([C:9]([N:11]2[CH2:18][CH:17]3[CH2:19][CH:13]([CH2:14][N:15](CC4C=CC=CC=4)[CH2:16]3)[CH2:12]2)=[O:10])=[CH:7][CH:6]=1)[C:2]([CH3:4])=[O:3].[H][H]>CO.[Pd]>[NH:1]([C:5]1[CH:6]=[CH:7][C:8]([C:9]([N:11]2[CH2:12][CH:13]3[CH2:19][CH:17]([CH2:16][NH:15][CH2:14]3)[CH2:18]2)=[O:10])=[CH:27][CH:28]=1)[C:2]([CH3:4])=[O:3]. Reported procedure: 78.0 g (0.21 mole) of 3-(4-acetaminobenzoyl)-7-benzyl-3,7-diazabicyclo[3.3.1]nonane (cf. Example 1) were dissolved in 1.3 l of methanol, and 3.0 g of 10% strength palladium/carbon were added. Hydrogenation was carried out until an equimolar amount of hydrogen had been consumed. The reaction mixture was filtered and the filtrate was evaporated down under reduced pressure. Crystalline 3-(4-acetaminobenzoyl)-3,7-diazabicyclo[3.3.1]nonane was obtained. Yield: 59 g, mp.: 186°-189° C. Starting materials: NC=1C=C(C(=O)OC)C(=CN1)Br (Methyl 2-amino-5-bromoisonicotinate), C(C)N=C=O (Ethyl isocyanate). The solvent is C(Cl)(Cl)Cl (chloroform). Conditions: temperature 40 celsius. Product: BrC1=CN=C(C=C1C(=O)OC)NC(=O)NCC (methyl 5-bromo-2-(3-ethylureido)isonicotinate). Yield: 99.9%. Reaction SMILES: [NH2:1][C:2]1[CH:3]=[C:4]([C:9]([Br:12])=[CH:10][N:11]=1)[C:5]([O:7][CH3:8])=[O:6].[CH2:13]([N:15]=[C:16]=[O:17])[CH3:14]>C(Cl)(Cl)Cl>[Br:12][C:9]1[C:4]([C:5]([O:7][CH3:8])=[O:6])=[CH:3][C:2]([NH:1][C:16]([NH:15][CH2:13][CH3:14])=[O:17])=[N:11][CH:10]=1. Procedure details: Methyl 2-amino-5-bromoisonicotinate (200 g, 865 mmol) was dissolved in chloroform (1.2 L) and placed into a 2 L Parr apparatus. Ethyl isocyanate (204 mL, 2.59 mol) was added, and the Parr apparatus was heated at 40° C. for 36 h at which time the reaction was determined to be complete. The mixture was then cooled to room temperature, concentrated, and the solid was dissolved in 2:1 ethyl acetate: tetrahydrofuran (3 L). This solution was extracted with water (1 L), and the water was back extracted...